This data is from the Open Reaction Database (ORD), a public repository of structured organic reaction records. The task is: describe an organic reaction: reactants, conditions, products, and yield The reactants are FC(F)(F)c1ccc(-c2cc(C(F)(F)F)nc(-c3cccc(Br)c3)n2)cc1, OB(O)c1cccnc1. The product is FC(F)(F)c1ccc(-c2cc(C(F)(F)F)nc(-c3cccc(-c4cccnc4)c3)n2)cc1. Reaction SMILES: [Br:1][c:2]1[cH:3][c:4](-[c:8]2[n:9][c:10](-[c:18]3[cH:19][cH:20][c:21]([C:24]([F:25])([F:26])[F:27])[cH:22][cH:23]3)[cH:11][c:12]([C:14]([F:15])([F:16])[F:17])[n:13]2)[cH:5][cH:6][cH:7]1.[n:28]1[cH:29][c:30]([B:34]([OH:35])[OH:36])[cH:31][cH:32][cH:33]1>>[c:2]1(-[c:30]2[cH:29][n:28][cH:33][cH:32][cH:31]2)[cH:3][c:4](-[c:8]2[n:9][c:10](-[c:18]3[cH:19][cH:20][c:21]([C:24]([F:25])([F:26])[F:27])[cH:22][cH:23]3)[cH:11][c:12]([C:14]([F:15])([F:16])[F:17])[n:13]2)[cH:5][cH:6][cH:7]1. The reactants are O=C1C2CC3(CC(CC1C3)C2)NC(OC(C)(C)C)=O (tert-Butyl (4-oxoadamantan-1-yl)carbamate), [Li]C (MeLi). The solvent is C1CCOC1 (THF). Run at temperature -78 celsius, time 30 minute. Product: C(C)(C)(C)OC(NC12CC3C(C(CC(C1)C3)C2)(C)O)=O ((4-Hydroxy-4-methyl-adamantan-1-yl)-carbamic acid tert-butyl ester). As a reaction SMILES: [O:1]=[C:2]1[CH:9]2[CH2:10][C:5]3([NH:12][C:13](=[O:19])[O:14][C:15]([CH3:18])([CH3:17])[CH3:16])[CH2:6][CH:7]([CH2:11][CH:3]1[CH2:4]3)[CH2:8]2.[Li][CH3:21]>C1COCC1>[C:15]([O:14][C:13](=[O:19])[NH:12][C:5]12[CH2:4][CH:3]3[CH2:11][CH:7]([CH2:8][CH:9]([C:2]3([OH:1])[CH3:21])[CH2:10]1)[CH2:6]2)([CH3:16])([CH3:18])[CH3:17]. Procedure: At −78° C., to a solution of 7B (400 mg, 1.51 mmol) in 5 mL of THF was added MeLi (1.6 M in ether, 2.36 mL, 3.78 mmol) dropwise. The mixture was stirred at −78° C. for 30 minutes before it was quenched by 5 mL of NH4Cl aq (Sat'd) solution. The mixture was extracted by DCM (5 mL×3) and the combined DCM layers were dried over Na2SO4. Solvent was remove under vacuum and the residue was purified by silica gel chromatography [0 to 5% of MeOH in DCM:Hexane 1:1(v/v)] to give the title compounds (9A) as... Starting materials: C(C1=CC=CC=C1)(=O)N (benzamide), [OH-].[K+] (potassium hydroxide), BrCC(=O)[O-].[Na+] (sodium bromoacetate). Solvent: CN(C=O)C (N,N-dimethylformamide). Product: C(CNC(=O)C1=CC=CC=C1)(=O)O (hippuric acid). Isolated yield 95.8%. RXN SMILES: [C:1]([NH2:9])(=[O:8])[C:2]1[CH:7]=[CH:6][CH:5]=[CH:4][CH:3]=1.[OH-].[K+].Br[CH2:13][C:14]([O-:16])=[O:15].[Na+]>CN(C)C=O>[C:14]([OH:16])(=[O:15])[CH2:13][NH:9][C:1]([C:2]1[CH:7]=[CH:6][CH:5]=[CH:4][CH:3]=1)=[O:8] |f:1.2,3.4|. Reported procedure: To 150 ml of N,N-dimethylformamide, were added 24 g of benzamide, 14 g of potassium hydroxide and 40 g of sodium bromoacetate. They were reacted at 60° C. for 4 hours with stirring. After the reaction, the reaction solution was treated in the same manner as in Example 65. The resulting distillation residue was recrystallized from distilled water, thereby obtaining 34 g of hippuric acid having a melting point of 187° C.(yield: 69%). Starting materials: COc2ccc1ccccc1c2 (substrate), CC2(C)COB(c1ccc(C(F)(F)F)cc1)OC2 (effective_coupling_partner). Reagents/catalysts: PCy3. Run at temperature 120 celsius, time 12 hour. Yields the product FC(F)(F)c3ccc(c2ccc1ccccc1c2)cc3.